This data is from the Open Reaction Database (ORD), a public repository of structured organic reaction records. The task is: describe an organic reaction: reactants, conditions, products, and yield Starting materials: FC1=CC=C(C=C1)C=1N=C(N(C1C1=CC=C(C=C1)F)/C=C/CO)C(C)C ((E)-3-[4,5-bis(4-fluorophenyl)-2-(1-methylethyl)-1H-imidazol-1-yl]-2-propenol), Intermediate ( 9a ). Reagents/catalysts: [O-2].[Mn+4].[O-2] (manganese (IV) oxide). Product: FC1=CC=C(C=C1)C=1N=C(N(C1C1=CC=C(C=C1)F)/C=C/C=O)C(C)C ((E)-3-[4,5-Bis(4-fluorophenyl)-2-(1-methylethyl)-1H-imidazol-1-yl]-2-propenal). Isolated yield 75.2%. As a reaction SMILES: [F:1][C:2]1[CH:7]=[CH:6][C:5]([C:8]2[N:9]=[C:10]([CH:24]([CH3:26])[CH3:25])[N:11](/[CH:20]=[CH:21]/[CH2:22][OH:23])[C:12]=2[C:13]2[CH:18]=[CH:17][C:16]([F:19])=[CH:15][CH:14]=2)=[CH:4][CH:3]=1>[O-2].[Mn+4].[O-2]>[F:1][C:2]1[CH:3]=[CH:4][C:5]([C:8]2[N:9]=[C:10]([CH:24]([CH3:26])[CH3:25])[N:11](/[CH:20]=[CH:21]/[CH:22]=[O:23])[C:12]=2[C:13]2[CH:18]=[CH:17][C:16]([F:19])=[CH:15][CH:14]=2)=[CH:6][CH:7]=1 |f:1.2.3|. Procedure details: From (E)-3-[4,5-bis(4-fluorophenyl)-2-(1-methylethyl)-1H-imidazol-1-yl]-2-propenol (0.301 g) and manganese (IV) oxide (2.101 g) by the process as described for the preparation of Intermediate (9a) to afford a yellow solid which was purified by FCC eluting with System A (2:3) to afford the title compound (0.225 g) as a white solid, λmax (EtOH) 260.0 (20,050) and 289.2 (inf) nm (ε10,890).